describe an organic reaction: reactants, conditions, products, and yield From a dataset of the Open Reaction Database (ORD), a public repository of structured organic reaction records. Starting materials: ClC=1N=C2C(=C(C=NC2=CC1)C(C)=O)NC1CCC(CC1)CN1CCN(CC1)C (1-(6-chloro-4-{4-[(4-methylpiperazin-1-yl)methyl]-cyclohexyl amino}-1,5-naphthyridin-3-yl)ethanone), ClC1=C(C(=CC(=C1)B1OC(C(O1)(C)C)(C)C)F)O (2-chloro-6-fluoro-4-(4,4,5,5-tetramethyl-1,3,2-dioxaborolan-2-yl)phenol), trihydrochloride. The product is Cl.Cl.Cl.ClC=1C=C(C=C(C1O)F)C=1N=C2C(=C(C=NC2=CC1)C(C)=O)N[C@@H]1CC[C@H](CC1)CN1CCN(CC1)C (1-(6-(3-Chloro-5-fluoro-4-hydroxyphenyl)-4-{trans-4-[(4-methylpiperazin-1-yl)methyl]-cyclohexylamino}-1,5-naphthyridin-3-yl)ethanone trihydrochloride). Isolated yield 26.6%. As a reaction SMILES: [Cl:1][C:2]1[N:3]=[C:4]2[C:9](=[CH:10][CH:11]=1)[N:8]=[CH:7][C:6]([C:12](=[O:14])[CH3:13])=[C:5]2[NH:15][CH:16]1[CH2:21][CH2:20][CH:19]([CH2:22][N:23]2[CH2:28][CH2:27][N:26]([CH3:29])[CH2:25][CH2:24]2)[CH2:18][CH2:17]1.[Cl:30][C:31]1[CH:36]=[C:35](B2OC(C)(C)C(C)(C)O2)[CH:34]=[C:33]([F:46])[C:32]=1[OH:47]>>[ClH:1].[ClH:30].[ClH:1].[Cl:30][C:31]1[CH:36]=[C:35]([C:2]2[N:3]=[C:4]3[C:9](=[CH:10][CH:11]=2)[N:8]=[CH:7][C:6]([C:12](=[O:14])[CH3:13])=[C:5]3[NH:15][C@H:16]2[CH2:17][CH2:18][C@H:19]([CH2:22][N:23]3[CH2:28][CH2:27][N:26]([CH3:29])[CH2:25][CH2:24]3)[CH2:20][CH2:21]2)[CH:34]=[C:33]([F:46])[C:32]=1[OH:47] |f:2.3.4.5|. Procedure details: Following general procedure II, 1-(6-chloro-4-{4-[(4-methylpiperazin-1-yl)methyl]-cyclohexyl amino}-1,5-naphthyridin-3-yl)ethanone (53 mg, 0.13 mmol) was reacted with 2-chloro-6-fluoro-4-(4,4,5,5-tetramethyl-1,3,2-dioxaborolan-2-yl)phenol (41 mg, 0.152 mmol) followed by formation of the trihydrochloride salt to afford the desired product (11 mg, 14%) as a yellow solid: 1H NMR (500 MHz, CD3OD) δ 9.14 (s, 1H), 8.45 (d, J=9.0 Hz, 1H), 8.32 (d, J=9.0 Hz, 1H), 8.02 (s, 1H), 7.88 (dd, J=11.4, 2.2 Hz, ... Reactants: CCOC(=O)C(=O)c1c(NC(=O)OC(C)(C)C)cccc1OC, O=S(=O)(O)O. Reaction SMILES: [C:1]([O:2][C:3](=[O:7])[NH:8][c:9]1[c:10]([C:17]([C:18]([O:4][CH2:5][CH3:6])=[O:19])=[O:23])[c:11]([O:15][CH3:16])[cH:12][cH:13][cH:14]1)([CH3:20])([CH3:21])[CH3:22].[S:24](=[O:25])(=[O:26])([OH:27])[OH:28]>>[NH:8]1[c:9]2[c:10]([c:11]([O:15][CH3:16])[cH:12][cH:13][cH:14]2)[C:17](=[O:23])[C:18]1=[O:19]. Yields the product COc1cccc2c1C(=O)C(=O)N2. The reactants are CC=1C=C(C(C(=O)O)=CC1)O (4-Methylsalicylic acid), O.ON1N=NC2=C1C=CC=C2 (1-hydroxybenzotriazole hydrate), Cl.CN(CCCN=C=NCC)C (1-(3-dimethylaminopropyl)-3-ethylcarbodiimide hydrochloride), Cl.FC=1C=NC(=C(C(=O)NC2CCNCC2)C1)OC1=CC=C(C=C1)F (5-fluoro-2-(4-fluoro-phenoxy)-N-piperidin-4-yl-nicotinamide hydrochloride), CN1CCOCC1 (N-methyl morpholine). The solvent is CN(C=O)C (N,N-dimethylformamide). Yields the product FC=1C=NC(=C(C(=O)NC2CCN(CC2)C(C2=C(C=C(C=C2)C)O)=O)C1)OC1=CC=C(C=C1)F (5-fluoro-2-(4-fluoro-phenoxy)-N-[1-(2-hydroxy-4-methyl-benzoyl)-piperidin-4-yl]-nicotinamide). Yield: 66.8%. Reaction SMILES: [CH3:1][C:2]1[CH:3]=[C:4]([OH:11])[C:5](=[CH:9][CH:10]=1)[C:6]([OH:8])=O.O.ON1C2C=CC=CC=2N=N1.Cl.CN(C)CCCN=C=NCC.Cl.[F:36][C:37]1[CH:38]=[N:39][C:40]([O:52][C:53]2[CH:58]=[CH:57][C:56]([F:59])=[CH:55][CH:54]=2)=[C:41]([CH:51]=1)[C:42]([NH:44][CH:45]1[CH2:50][CH2:49][NH:48][CH2:47][CH2:46]1)=[O:43].CN1CCOCC1>CN(C)C=O>[F:36][C:37]1[CH:38]=[N:39][C:40]([O:52][C:53]2[CH:58]=[CH:57][C:56]([F:59])=[CH:55][CH:54]=2)=[C:41]([CH:51]=1)[C:42]([NH:44][CH:45]1[CH2:46][CH2:47][N:48]([C:6](=[O:8])[C:5]2[CH:9]=[CH:10][C:2]([CH3:1])=[CH:3][C:4]=2[OH:11])[CH2:49][CH2:50]1)=[O:43] |f:1.2,3.4,5.6|. Reported procedure: 4-Methylsalicylic acid (91 mg, 0.595 mmol), 1-hydroxybenzotriazole hydrate (110 mg, 0.811 mmol), 1-(3-dimethylaminopropyl)-3-ethylcarbodiimide hydrochloride (135 mg, 0.703 mmol), 5-fluoro-2-(4-fluoro-phenoxy)-N-piperidin-4-yl-nicotinamide hydrochloride (200 mg, 0.541 mmol) (see Preparation 29) and N-methyl morpholine (0.12 ml, 1.08 mmol) were stirred in N,N-dimethylformamide (4 ml) under an atmosphere of nitrogen at room temperature for 18 hours. The reaction mixture was then partitioned between... The reactants are O[C@@H](CNCCC1=CC=C(C=C1)NS(=O)(=O)C1=CC2=CC=CC=C2C=C1)COC1=CC(=C(C(=C1)Cl)NC(C)=O)Cl ((S)-N-[4-[2-[[2-hydroxy-3-(4-acetamido-3,5-dichlorophenoxy)propyl]amino]ethyl]phenyl]-2-naphthalenesulfonamide). Run in CO (methanol), Cl (hydrochloric acid). Yields the product O[C@@H](CNCCC1=CC=C(C=C1)NS(=O)(=O)C1=CC2=CC=CC=C2C=C1)COC1=CC(=C(C(=C1)Cl)N)Cl ((S)-N-[4-[2-[[2-hydroxy-3-(4-amino-3,5-dichlorophenoxy)propyl]amino]ethyl]phenyl]-2-naphthalenesulfonamide). Isolated yield 0.1%. As a reaction SMILES: [OH:1][C@H:2]([CH2:27][O:28][C:29]1[CH:34]=[C:33]([Cl:35])[C:32]([NH:36]C(=O)C)=[C:31]([Cl:40])[CH:30]=1)[CH2:3][NH:4][CH2:5][CH2:6][C:7]1[CH:12]=[CH:11][C:10]([NH:13][S:14]([C:17]2[CH:26]=[CH:25][C:24]3[C:19](=[CH:20][CH:21]=[CH:22][CH:23]=3)[CH:18]=2)(=[O:16])=[O:15])=[CH:9][CH:8]=1>CO.Cl>[OH:1][C@H:2]([CH2:27][O:28][C:29]1[CH:34]=[C:33]([Cl:35])[C:32]([NH2:36])=[C:31]([Cl:40])[CH:30]=1)[CH2:3][NH:4][CH2:5][CH2:6][C:7]1[CH:8]=[CH:9][C:10]([NH:13][S:14]([C:17]2[CH:26]=[CH:25][C:24]3[C:19](=[CH:20][CH:21]=[CH:22][CH:23]=3)[CH:18]=2)(=[O:16])=[O:15])=[CH:11][CH:12]=1. Procedure: A solution of 28 mg (0,016 mmol) of the acetamide from Example 208 in 5 mL of methanol and 0.24 mL of 2N aqueous hydrochloric acid was heated at reflux for 3 days. It was then cooled and concentrated. Purification by HPLC (ODS-3, 1:1 methanol:0.1% aqueous trifluoroacetic acid) gave 6.7 mg (13%) the title compound as its bis trifluoracetate salt: 1H NMR (400 MHz, CD3OD) δ8.31 (d, 1H, J=1.5 Hz), 7.96-7.90 (m, 3H), 7.75 (dd, 1H, J=1.9, 8.7 Hz), 7.65-7.57 (m, 2H), 7.11 (s, 4H), 6.89 (s, 2H), 4.12 (m... Reactants: ClCCCBr, O=C([O-])[O-], CC(C)=O, [K+], [K+], COc1cc(O)ccc1C(C)=O. Yields the product COc1cc(OCCCCl)ccc1C(C)=O. Reaction SMILES: [Br:13][CH2:14][CH2:15][CH2:16][Cl:17].[C:18](=[O:19])([O-:20])[O-:21].[CH3:24][C:25](=[O:26])[CH3:27].[K+:22].[K+:23].[OH:1][c:2]1[cH:3][c:4]([O:11][CH3:12])[c:5]([C:8]([CH3:9])=[O:10])[cH:6][cH:7]1>>[O:1]([c:2]1[cH:3][c:4]([O:11][CH3:12])[c:5]([C:8]([CH3:9])=[O:10])[cH:6][cH:7]1)[CH2:14][CH2:15][CH2:16][Cl:17]. Reactants: [OH-].[K+] (KOH), C(C)OC(C(C(=O)OCC)CC=1C=NC(=CC1C)N(C(=O)OC(C)(C)C)C(=O)OC(C)(C)C)=O (2-(6-[N,N-bis(tert-butoxycarbonyl)amino]4-methyl-pyridin-3-ylmethyl)-malonic acid diethyl ester). Run in C(C)O (ethanol), C(C)O (ethanol), C(Cl)Cl (methylene chloride). Reaction conditions: time 18 hour. Yields the product C(C)OC(C(C(=O)O)CC=1C=NC(=CC1C)N(C(=O)OC(C)(C)C)C(=O)OC(C)(C)C)=O (2-(6-[N,N-bis(tert-butoxycarbonyl)-amino]-4-methyl-pyridin-3-ylmethyl)-malonic acid monoethyl ester). Isolated yield 96.5%. Reaction SMILES: [OH-].[K+].[CH2:3]([O:5][C:6](=[O:36])[CH:7]([CH2:13][C:14]1[CH:15]=[N:16][C:17]([N:21]([C:29]([O:31][C:32]([CH3:35])([CH3:34])[CH3:33])=[O:30])[C:22]([O:24][C:25]([CH3:28])([CH3:27])[CH3:26])=[O:23])=[CH:18][C:19]=1[CH3:20])[C:8]([O:10]CC)=[O:9])[CH3:4]>C(O)C.C(Cl)Cl>[CH2:3]([O:5][C:6](=[O:36])[CH:7]([CH2:13][C:14]1[CH:15]=[N:16][C:17]([N:21]([C:22]([O:24][C:25]([CH3:28])([CH3:27])[CH3:26])=[O:23])[C:29]([O:31][C:32]([CH3:33])([CH3:34])[CH3:35])=[O:30])=[CH:18][C:19]=1[CH3:20])[C:8]([OH:10])=[O:9])[CH3:4] |f:0.1|. Reported procedure: A solution of KOH (141 mg, 2.52 mmol) in ethanol (2 mL) was added to a solution 2-(6-[N,N-bis(tert-butoxycarbonyl)amino]4-methyl-pyridin-3-ylmethyl)-malonic acid diethyl ester (1.1 g, 2.29 mmol) in ethanol (10 mL) and methylene chloride (4 mL) at 0° C. The mixture was stirred for 18 h at room temperature. The mixture was concentrated under reduced pressure and the residue dissolved in water. Ethyl acetate was added and the organic layer was washed with 0.5 M HCl, water, brine and dried. After fi... Procedure details: With 1.70 g of 2,3-dioxo indoline-5-carbonitrile and 1,3-benzodioxol-4-yl bromide (13 ml) as starting materials, 1.37 g of the title compound (brown solid) was obtained by a similar method to Step 21-1. Yields the product O1COC2=C1C=CC=C2C2(C(NC1=CC=C(C=C21)C#N)=O)O (3-(1,3-benzodioxol-4-yl)-3-hydroxy-2-oxo indoline-5-carbonitrile). Starting materials: O=C1NC2=CC=C(C=C2C1=O)C#N (2,3-dioxo indoline-5-carbonitrile), O1COC2=C1C=CC=C2Br (1,3-benzodioxol-4-yl bromide). As a reaction SMILES: [O:1]=[C:2]1[C:10](=[O:11])[C:9]2[C:4](=[CH:5][CH:6]=[C:7]([C:12]#[N:13])[CH:8]=2)[NH:3]1.[O:14]1[C:18]2[CH:19]=[CH:20][CH:21]=[C:22](Br)[C:17]=2[O:16][CH2:15]1>>[O:14]1[C:18]2[CH:19]=[CH:20][CH:21]=[C:22]([C:10]3([OH:11])[C:9]4[C:4](=[CH:5][CH:6]=[C:7]([C:12]#[N:13])[CH:8]=4)[NH:3][C:2]3=[O:1])[C:17]=2[O:16][CH2:15]1. Starting materials: COC(=O)C=1C(=NC2=C(C=C(C=C2C1C1=CC=CC=C1)C#N)C)Cl (2-Chloro-6-cyano-8-methyl-4-phenyl-quinoline-3-carboxylic acid methyl ester), C(C)NC (ethyl-methyl-amine). The product is C(#N)C=1C=C2C(=C(C(=NC2=C(C1)C)N(C)CC)C(=O)O)C1=CC=CC=C1 (6-Cyano-2-(ethyl-methyl-amino)-8-methyl-4-phenyl-quinoline-3-carboxylic acid). As a reaction SMILES: C[O:2][C:3]([C:5]1[C:6](Cl)=[N:7][C:8]2[C:13]([C:14]=1[C:15]1[CH:20]=[CH:19][CH:18]=[CH:17][CH:16]=1)=[CH:12][C:11]([C:21]#[N:22])=[CH:10][C:9]=2[CH3:23])=[O:4].[CH2:25]([NH:27][CH3:28])[CH3:26]>>[C:21]([C:11]1[CH:12]=[C:13]2[C:8](=[C:9]([CH3:23])[CH:10]=1)[N:7]=[C:6]([N:27]([CH2:25][CH3:26])[CH3:28])[C:5]([C:3]([OH:2])=[O:4])=[C:14]2[C:15]1[CH:16]=[CH:17][CH:18]=[CH:19][CH:20]=1)#[N:22]. Procedure: The title compound was prepared in analogy to example 60 step C from 2-chloro-6-cyano-8-methyl-4-phenyl-quinoline-3-carboxylic acid methyl ester (prepared as described in example 60 step B) and ethyl-methyl-amine. Off-white solid. MS (ESI): 346.2 (M+H)+.